This data is from the Open Reaction Database (ORD), a public repository of structured organic reaction records. The task is: describe an organic reaction: reactants, conditions, products, and yield Reactants: CC=1SC(=CC1C)C (2,3,5-trimethyl-thiophene), COCCl (chloromethyl methyl ether), ice water. Run in C(C)(=O)O (acetic acid). Reaction conditions: time 2 hour. The product is CC=1SC(=C(C1CCl)C)C (2,4,5-Trimethyl-3-chloromethyl-thiophene). RXN SMILES: [CH3:1][C:2]1[S:3][C:4]([CH3:8])=[CH:5][C:6]=1[CH3:7].CO[CH2:11][Cl:12]>C(O)(=O)C>[CH3:8][C:4]1[S:3][C:2]([CH3:1])=[C:6]([CH3:7])[C:5]=1[CH2:11][Cl:12]. Procedure details: 24.6 G. of 2,3,5-trimethyl-thiophene, 14.8 g. of freshly distilled chloromethyl methyl ether and 52 g. of glacial acetic acid were combined in a glass pressure bottle and stirred at room temperature for 41/2 hours. The resulting reaction mixture was poured into ice water, stirred for 10 min. and extracted with benzene. The combined benzene extracts were washed twice with saturated sodium chloride solution, dried over sodium sulfate, filtered and evaporated. The resulting 2,4,5-trimethyl-3-chloro... Reactants: N-dimethylbarbituric acid, COC=1C=C(C=CC1[N+](=O)[O-])C1=CCCN(C1)CC=C (5-[3-(methyloxy)-4-nitrophenyl]-1-(2-propen-1-yl)-1,2,3,6-tetrahydropyridine). Reagents/catalysts: C=1C=CC(=CC1)[P](C=2C=CC=CC2)(C=3C=CC=CC3)[Pd]([P](C=4C=CC=CC4)(C=5C=CC=CC5)C=6C=CC=CC6)([P](C=7C=CC=CC7)(C=8C=CC=CC8)C=9C=CC=CC9)[P](C=1C=CC=CC1)(C=1C=CC=CC1)C=1C=CC=CC1 (Pd(PPh3)4). Solvent: C(=O)([O-])[O-].[Na+].[Na+] (Na2CO3). Conditions: temperature 35 celsius, time 3 hour. Yields the product COC=1C=C(C=CC1[N+](=O)[O-])C1=CCCNC1 (5-[3-(methyloxy)-4-nitrophenyl]-1,2,3,6-tetrahydropyridine). Isolated yield 70.0%. As a reaction SMILES: [CH3:1][O:2][C:3]1[CH:4]=[C:5]([C:12]2[CH2:17][N:16](CC=C)[CH2:15][CH2:14][CH:13]=2)[CH:6]=[CH:7][C:8]=1[N+:9]([O-:11])=[O:10]>C1C=CC([P]([Pd]([P](C2C=CC=CC=2)(C2C=CC=CC=2)C2C=CC=CC=2)([P](C2C=CC=CC=2)(C2C=CC=CC=2)C2C=CC=CC=2)[P](C2C=CC=CC=2)(C2C=CC=CC=2)C2C=CC=CC=2)(C2C=CC=CC=2)C2C=CC=CC=2)=CC=1.C([O-])([O-])=O.[Na+].[Na+]>[CH3:1][O:2][C:3]1[CH:4]=[C:5]([C:12]2[CH2:17][NH:16][CH2:15][CH2:14][CH:13]=2)[CH:6]=[CH:7][C:8]=1[N+:9]([O-:11])=[O:10] |f:2.3.4,^1:24,26,45,64|. Procedure: Nitrogen was bubbled through dichloromethane (100 mL) for 10 minutes followed by the addition of N-dimethylbarbituric acid (15.4 g, 98.4 mmol) and Pd(PPh3)4 (1.9 g, 1.6 mmol). After the addition of 5-[3-(methyloxy)-4-nitrophenyl]-1-(2-propen-1-yl)-1,2,3,6-tetrahydropyridine, the reaction was heated to 35° C. and stirred for 3 h. To the cooled solution was added saturated aq. Na2CO3 (100 mL), and the mixture was allowed to stir at RT for 30 min. After extraction with dichloromethane (2×50 mL), dr... The reactants are OC1=CC=C2C(=CC(OC2=C1)=O)C (7-hydroxy-4-methylcoumarin), formula A1. Reagents/catalysts: [Pd] (Pd/C). Solvent: C(C)(=O)O (acetic acid), C(C)(=O)O (acetic acid). Reaction conditions: temperature 30 celsius, time 16 hour. Yields the product OC1=CC=C2C(CC(OC2=C1)=O)C (7-hydroxy-3,4-dihydro-4-methylcoumarin). Isolated yield 100.0%. RXN SMILES: [OH:1][C:2]1[CH:11]=[C:10]2[C:5]([C:6]([CH3:13])=[CH:7][C:8](=[O:12])[O:9]2)=[CH:4][CH:3]=1>C(O)(=O)C.[Pd]>[OH:1][C:2]1[CH:11]=[C:10]2[C:5]([CH:6]([CH3:13])[CH2:7][C:8](=[O:12])[O:9]2)=[CH:4][CH:3]=1. Procedure details: A Parr hydrogenator (1 L) was charged with 7-hydroxy-4-methylcoumarin, i.e., Compound of formula A1, (60 g, 0.34 mol) and acetic acid (350 ml). A suspension of 10% Pd/C (6.0 g) in acetic acid (150 ml) was added and the reactor sealed, evacuated and purged with nitrogen (4×). The reactor was pressurized to 320 psi with hydrogen and stirred at 30° C. for 16 hr, at which point no hydrogen was consumed and TLC (4% methanol:chloroform) showed the clean formation of product at the expense of starting ... Starting materials: NC1CC1, ClCCl, O=[N+]([O-])c1ccccc1, O=S(=O)(Cl)Cl. Yields the product O=[N+]([O-])c1ccccc1S(=O)(=O)NC1CC1. Reaction SMILES: [CH:1]1([NH2:4])[CH2:2][CH2:3]1.[Cl:19][CH2:20][Cl:21].[N+:10](=[O:11])([O-:12])[c:13]1[cH:14][cH:15][cH:16][cH:17][cH:18]1.[S:5](=[O:6])(=[O:7])([Cl:8])[Cl:9]>>[CH:1]1([NH:4][S:5](=[O:6])(=[O:7])[c:14]2[c:13]([N+:10](=[O:11])[O-:12])[cH:18][cH:17][cH:16][cH:15]2)[CH2:2][CH2:3]1. The reactants are C(N)(=O)[C@H]1N(C[C@@H](C1)OS(=O)(=O)C)C(=O)OCC1=CC=C(C=C1)[N+](=O)[O-] ((2S, 4R) -2-carbamoyl-4-methane-sulfonyloxy-1- (4-nitrobenzyloxycarbonyl)pyrrolidine), COC1=CC=C(C=C1)P1(SP(S1)(C1=CC=C(C=C1)OC)=S)=S (2,4-bis(4-methoxyphenyl) -1, 3-dithia-2,4-diphosphetane-2,4-disulfide). Solvent: O1CCCC1 (tetrahydrofuran). Reaction conditions: time 2 hour. Product: CS(=O)(=O)O[C@@H]1C[C@H](N(C1)C(=O)OCC1=CC=C(C=C1)[N+](=O)[O-])C(N)=S ((2S, 4R) -4-methanesulfonyloxy-1-(4-nitrobenzyloxycarbonyl) -2-thiocarbamoylpyrrolidine). The yield is 152.4%. RXN SMILES: [C:1]([C@@H:4]1[CH2:8][C@@H:7]([O:9][S:10]([CH3:13])(=[O:12])=[O:11])[CH2:6][N:5]1[C:14]([O:16][CH2:17][C:18]1[CH:23]=[CH:22][C:21]([N+:24]([O-:26])=[O:25])=[CH:20][CH:19]=1)=[O:15])(=O)[NH2:2].COC1C=CC(P2(=S)SP(=S)(C3C=CC(OC)=CC=3)[S:36]2)=CC=1>O1CCCC1>[CH3:13][S:10]([O:9][C@H:7]1[CH2:6][N:5]([C:14]([O:16][CH2:17][C:18]2[CH:23]=[CH:22][C:21]([N+:24]([O-:26])=[O:25])=[CH:20][CH:19]=2)=[O:15])[C@H:4]([C:1](=[S:36])[NH2:2])[CH2:8]1)(=[O:12])=[O:11]. Procedure: To a solution of (2S, 4R) -2-carbamoyl-4-methane-sulfonyloxy-1- (4-nitrobenzyloxycarbonyl)pyrrolidine (7 g) in tetrahydrofuran (210 ml) was added 2,4-bis(4-methoxyphenyl) -1, 3-dithia-2,4-diphosphetane-2,4-disulfide (3.65 g) and the solution was stirred for 2 hours under refluxing. After the solvent was removed, the resulting oily residue was subjected to a column chromatography on silica gel (150 g) eluting with a mixture of n-hexane and ethyl acetate (2:3 V/V) to give (2S, 4R) -4-methanesulfon... Reactants: O (water), C[C@]12CCCN1CC(C1=C2NC=2C=CC=C(C12)C(=O)OC)=O ((R)-methyl 11b-methyl-6-oxo-2,3,5,6,11,11b-hexahydro-1H-indolizino[8,7-b]indole-7-carboxylate), C(C)(=O)O (acetic acid), O.NN (hydrazine hydrate). Solvent: CO (methanol). Reaction conditions: time 7 hour. The product is C[C@]12N(CC=3C=4C=5C(=CC=CC5NC14)C(NN3)=O)CCC2 ((R)-10a-methyl-7,8,9,10,10a, 11-hexahydro-5,6,7a,11-tetraazacyclohepta[def]cyclopenta[a]fluoren-4(5H)-one). As a reaction SMILES: [CH3:1][C@@:2]12[C:10]3[NH:11][C:12]4[CH:13]=[CH:14][CH:15]=[C:16]([C:18]([O:20]C)=O)[C:17]=4[C:9]=3[C:8](=O)[CH2:7][N:6]1[CH2:5][CH2:4][CH2:3]2.C(O)(=O)C.O.[NH2:28][NH2:29].O>CO>[CH3:1][C@:2]12[CH2:3][CH2:4][CH2:5][N:6]1[CH2:7][C:8]1[C:9]3[C:17]4[C:16]([C:18](=[O:20])[NH:28][N:29]=1)=[CH:15][CH:14]=[CH:13][C:12]=4[NH:11][C:10]=32 |f:2.3|. Procedure: A solution of compound (R)-methyl 11b-methyl-6-oxo-2,3,5,6,11,11b-hexahydro-1H-indolizino[8,7-b]indole-7-carboxylate (58 mg, 0.19 mmol), acetic acid (0.4 mL), and hydrazine hydrate (0.2 mL) in methanol (10 mL) was heated at reflux. After 7 h, the reaction was cooled and water (5 mL) was added. The mixture was extracted with EtOAc (3×5 mL) and the combined organic layers were washed with brine (10 mL) and dried over MgSO4. The mixture was filtered, evaporated to dryness, and the residue was purif...